From a dataset of the Open Reaction Database (ORD), a public repository of structured organic reaction records. describe an organic reaction: reactants, conditions, products, and yield Reactants: BrCC(=O)Cl (bromacetyl chloride), ice water, ClC1=CC=C(C=C1)NN=C(C(C)=O)C(C)=O (Pentan-2,3,4-trione 3-(4-chlorophenylhydrazone)), [H-].[Na+] (sodium hydride). Solvent: O1CCCC1 (tetrahydrofuran), O1CCCC1 (tetrahydrofuran). Conditions: time 30 minute. The product is C(C)(=O)C=1C(=C(C(N(N1)C1=CC=C(C=C1)Cl)=O)Br)C (6-acetyl-4-bromo-2-(4-chlorophenyl)-5-methyl-3(2H)-pyridazinone). Reaction SMILES: [Cl:1][C:2]1[CH:7]=[CH:6][C:5]([NH:8][N:9]=[C:10]([C:14](=O)[CH3:15])[C:11](=[O:13])[CH3:12])=[CH:4][CH:3]=1.[H-].[Na+].[Br:19][CH2:20][C:21](Cl)=[O:22]>O1CCCC1>[C:11]([C:10]1[C:14]([CH3:15])=[C:20]([Br:19])[C:21](=[O:22])[N:8]([C:5]2[CH:4]=[CH:3][C:2]([Cl:1])=[CH:7][CH:6]=2)[N:9]=1)(=[O:13])[CH3:12] |f:1.2|. Reported procedure: Pentan-2,3,4-trione 3-(4-chlorophenylhydrazone) (23.90 g) was added to a suspension of 66% sodium hydride (7.64 g) in anhydrous tetrahydrofuran (300 ml) under ice cooling, followed by stirring at room temperature for 30 minutes. Then, a solution of bromacetyl chloride (9.1 ml) in anhydrous tetrahydrofuran (100 ml) was added dropwise under ice cooling, followed by stirring at room temperature for 12 hours. The reaction mixture was poured into ice-water, and extracted with ethyl acetate. After was... Reactants: BrCCc1ccccc1, ClCCl, CCOC(C)=O, [Cl-], [Cl-], [Cl-], [Cl-], [Na+], O=C([O-])O, [Ti+4]. Yields the product O=Cc1ccc(CCBr)cc1. Reaction SMILES: [Br:1][CH2:2][CH2:3][c:4]1[cH:5][cH:6][cH:7][cH:8][cH:9]1.[CH2:21]([Cl:22])[Cl:23].[CH3:15][CH2:16][O:17][C:18](=[O:19])[CH3:20].[Cl-:24].[Cl-:25].[Cl-:26].[Cl-:27].[Na+:14].[O-:10][C:11]([OH:12])=[O:13].[Ti+4:28]>>[Br:1][CH2:2][CH2:3][c:4]1[cH:5][cH:6][c:7]([CH:11]=[O:10])[cH:8][cH:9]1.